From a dataset of the Open Reaction Database (ORD), a public repository of structured organic reaction records. describe an organic reaction: reactants, conditions, products, and yield Reactants: Cl.NCC(C(=O)O)(C)C (3-amino-2,2-dimethylpropanoic acid, hydrochloride salt), C(C)(C)N(CC)C(C)C (diisopropylethylamine), C1=CC=CC=2C3=CC=CC=C3C(C12)COC(=O)Cl ((9H-fluoren-9-ylmethoxy)carbonyl chloride). Run in ClCCl (dichloromethane). Conditions: time 18 hour. The product is C1=CC=CC=2C3=CC=CC=C3C(C12)COC(=O)NCC(C(=O)O)(C)C (3-{[(9H-fluoren-9-ylmethoxy)carbonyl]amino}-2,2-dimethylpropanoic acid). The yield is 45.2%. As a reaction SMILES: Cl.[NH2:2][CH2:3][C:4]([CH3:9])([CH3:8])[C:5]([OH:7])=[O:6].C(N(C(C)C)CC)(C)C.[CH:19]1[C:31]2[CH:30]([CH2:32][O:33][C:34](Cl)=[O:35])[C:29]3[C:24](=[CH:25][CH:26]=[CH:27][CH:28]=3)[C:23]=2[CH:22]=[CH:21][CH:20]=1>ClCCl>[CH:19]1[C:31]2[CH:30]([CH2:32][O:33][C:34]([NH:2][CH2:3][C:4]([CH3:9])([CH3:8])[C:5]([OH:7])=[O:6])=[O:35])[C:29]3[C:24](=[CH:25][CH:26]=[CH:27][CH:28]=3)[C:23]=2[CH:22]=[CH:21][CH:20]=1 |f:0.1|. Procedure: To 3-amino-2,2-dimethylpropanoic acid, hydrochloride salt (250 mg, 1.63 mmol, 1 eq.) in dichloromethane (4 mL, 0.4 M) was added diisopropylethylamine (859 μL, 4.88 mmol, 3 eq.) followed by (9H-fluoren-9-ylmethoxy)carbonyl chloride (473 mg, 1.79 mmol, 1.1 eq.) The reaction was stirred for 18 hours and then concentrated in vacuo. The residue was taken up in ethyl acetate (3 mL) and washed with 1 M aqueous hydrochloric acid solution (2×1 mL) and with brine. The organic layer was dried over sodium s... Starting materials: [N+](=O)([O-])C1=C(SC=C1)C1=CC=C(C=C1)Cl (3-nitro-2-(4-chlorophenyl)thiophene), [N+](=O)([O-])C1=C(SC=C1)C1=CC(=CC=C1)Cl (3-nitro-2-(3-chlorophenyl)thiophene). Yields the product NC1=C(SC=C1)C1=CC(=CC=C1)Cl (3-amino-2-(3-chlorophenyl)thiophene). Isolated yield 71.0%. As a reaction SMILES: [N+](C1C=CSC=1C1C=CC(Cl)=CC=1)([O-])=O.[N+:16]([C:19]1[CH:23]=[CH:22][S:21][C:20]=1[C:24]1[CH:29]=[CH:28][CH:27]=[C:26]([Cl:30])[CH:25]=1)([O-])=O>>[NH2:16][C:19]1[CH:23]=[CH:22][S:21][C:20]=1[C:24]1[CH:29]=[CH:28][CH:27]=[C:26]([Cl:30])[CH:25]=1. Reported procedure: The same procedures as described in Example 3 were carried out except that 3-nitro-2-(4-chlorophenyl)thiophene was replaced by 3-nitro-2-(3-chlorophenyl)thiophene. The yield was 71%. 1 H-NMR(CDCl3, δ value):3.84(2H, brs), 6.65(1H, d, J=5.1), 7.14(1H, d, J=5.1), 7.21(1H, dd, J=1.5, 8.8), 7.35(1H, dt, J=1.5, 8.8), 7.41(1H, dd, J=1.5, 8.8), 7.51-7.53(1H, m) Isolated yield 81.1%. Conditions: temperature 120 celsius. As a reaction SMILES: [CH2:1]([O:8][C:9]([N:11]1[C@@H:15]([CH2:16][CH2:17]Br)[C:14](=[O:19])[O:13][CH2:12]1)=[O:10])[C:2]1[CH:7]=[CH:6][CH:5]=[CH:4][CH:3]=1.[CH3:20][P:21]([O:25]CC)[O:22][CH2:23][CH3:24]>>[CH2:1]([O:8][C:9]([N:11]1[C@@H:15]([CH2:16][CH2:17][P:21]([O:22][CH2:23][CH3:24])([CH3:20])=[O:25])[C:14](=[O:19])[O:13][CH2:12]1)=[O:10])[C:2]1[CH:7]=[CH:6][CH:5]=[CH:4][CH:3]=1. Product: C(C1=CC=CC=C1)OC(=O)N1COC([C@@H]1CCP(=O)(C)OCC)=O ((4S)-3-benzyloxycarbonyl-4-{2-[ethoxy(methyl)phosphinyl]ethyl}-1,3-oxazolidin-5-one). Reactants: C(C1=CC=CC=C1)OC(=O)N1COC([C@@H]1CCBr)=O ((4S)-3-benzyloxycarbonyl-4-(2-bromoethyl)-1,3-oxazolidin-5-one), CP(OCC)OCC (diethyl methanephosphonite). Reported procedure: 5.30 g (16.1 mmol) of (4S)-3-benzyloxycarbonyl-4-(2-bromomethyl)-1,3-oxazolidin-5-one (from Example 5) are mixed with 4.40 g (32.3 mmol) of diethyl methanephosphonite and the mixture is heated under argon for 6 hours at 120° C. The excess diethyl methanephosphonite is distilled off in high vacuum and the residue is purified by chromatography on silica gel (mobile phase: dichloromethane/acetonitrile). 4.64 g (81.1% of theory) of (4S)-3-benzyloxycarbonyl-4-{2-[ethoxy(methyl)phosphinyl]ethyl}-1,3-o... The reactants are ClC1=CC(=C(C=C1O)N1C(N2C(=CCCC2)C1=O)=O)F (2-(4-chloro-2-fluoro-5-hydroxyphenyl)-5,6-dihydroimidazo [1,5-a] pyridine-1,3[2H, 7H]-dione), C([O-])([O-])=O.[K+].[K+] (potassium carbonate), ClCC(C)=O (chloroacetone), [Cl-].[NH4+] (ammonium chloride). Run in C(C)#N (acetonitrile). Yields the product C(C(=O)C)OC=1C(=CC(=C(C1)N1C(N2C(=CCCC2)C1=O)=O)F)Cl (2-(5-acetonyloxy-4-chloro-2-fluorophenyl)-5,6-dihydroimidazo [l,5-a] pyridine-1, 3[2H, 7H]-dione). The yield is 70.9%. Reaction SMILES: [Cl:1][C:2]1[C:7]([OH:8])=[CH:6][C:5]([N:9]2[C:17](=[O:18])[C:12]3=[CH:13][CH2:14][CH2:15][CH2:16][N:11]3[C:10]2=[O:19])=[C:4]([F:20])[CH:3]=1.C(=O)([O-])[O-].[K+].[K+].Cl[CH2:28][C:29](=[O:31])[CH3:30].[Cl-].[NH4+]>C(#N)C>[CH2:28]([O:8][C:7]1[C:2]([Cl:1])=[CH:3][C:4]([F:20])=[C:5]([N:9]2[C:17](=[O:18])[C:12]3=[CH:13][CH2:14][CH2:15][CH2:16][N:11]3[C:10]2=[O:19])[CH:6]=1)[C:29]([CH3:30])=[O:31] |f:1.2.3,5.6|. Reported procedure: An acetonitrile (10 mL) solution of 2-(4-chloro-2-fluoro-5-hydroxyphenyl)-5,6-dihydroimidazo [1,5-a] pyridine-1,3[2H, 7H]-dione (0.59 g, 2.0 mmol), potassium carbonate (0.2 g, 2.2 mmol) and chloroacetone (0.18 mL, 2.2 mmol) was stirred for 5 hours under reflux. A saturated ammonium chloride solution (10 mL) was added to the resulting mixture, and the organic layer was separated and then the aqueous layer was extracted with diethyl ether (10 mL×2 times). The organic layer combined was washed with... Starting materials: CO, COC(=O)CC(C)(C)C(Cl)C=C(Cl)Cl, [Cl-], Cl, [Na+], [Na], O. Reaction SMILES: [CH3:19][OH:20].[CH3:1][C:2]([CH2:3][C:4](=[O:5])[O:6][CH3:7])([CH:8]([CH:9]=[C:10]([Cl:11])[Cl:12])[Cl:13])[CH3:14].[Cl-:17].[ClH:15].[Na+:16].[Na:21].[OH2:18]>>[CH3:1][C:2]1([CH3:14])[CH:3]([C:4](=[O:5])[O:6][CH3:7])[CH:8]1[CH:9]=[C:10]([Cl:11])[Cl:12]. The product is COC(=O)C1C(C=C(Cl)Cl)C1(C)C. Reactants: solution, Cl (hydrogen chloride), CC1=C(C=C(C=C1)NC(=O)C=1C=C(C=C(C1)S(F)(F)(F)(F)F)N1CCN(CC1)C(=O)OC(C)(C)C)N1C=CN2N=C(C=C21)C=2C=NC=CC2 (tert-butyl 4-[3-({4-methyl-3-[6-(pyridin-3-yl)-1H-imidazo[1,2-b]pyrazol-1-yl]phenyl}carbamoyl)-5-(pentafluoro-λ6-sulphanyl)-phenyl]piperazine-1-carboxylate), CC1=C(C=C(N)C=C1)N1C=CN2N=C(C=C21)C=2C=NC=CC2 (4-Methyl-3-[6-(pyridin-3-yl)-1H-imidazo[1,2-b]pyrazol-1-yl]aniline), C(C)(C)(C)OC(=O)N1CCN(CC1)C=1C=C(C(=O)O)C=C(C1)S(F)(F)(F)(F)F (3-[4-(tert-Butoxycarbonyl)piperazin-1-yl]-5-(pentafluoro-λ6-sulphanyl)benzoic acid), Boc. Solvent: CO (methanol), O1CCOCC1 (1,4-dioxane), O1CCOCC1 (1,4-dioxane). Conditions: temperature 80 celsius, time 1 hour. Yields the product CC1=C(C=C(C=C1)NC(C1=CC(=CC(=C1)N1CCNCC1)S(F)(F)(F)(F)F)=O)N1C=CN2N=C(C=C21)C=2C=NC=CC2 (N-{4-Methyl-3-[6-(pyridin-3-yl)-1H-imidazo[1,2-b]pyrazol-1-yl]phenyl}-3-(pentafluoro-λ6-sulphanyl)-5-(piperazin-1-yl)benzamide). Reaction SMILES: CC1C=CC(N)=CC=1N1C2N(N=C(C3C=NC=CC=3)C=2)C=C1.C(OC(N1CCN(C2C=C(C=C(S(F)(F)(F)(F)F)C=2)C(O)=O)CC1)=O)(C)(C)C.[CH3:51][C:52]1[CH:57]=[CH:56][C:55]([NH:58][C:59]([C:61]2[CH:62]=[C:63]([N:73]3[CH2:78][CH2:77][N:76](C(OC(C)(C)C)=O)[CH2:75][CH2:74]3)[CH:64]=[C:65]([S:67]([F:72])([F:71])([F:70])([F:69])[F:68])[CH:66]=2)=[O:60])=[CH:54][C:53]=1[N:86]1[C:93]2[N:89]([N:90]=[C:91]([C:94]3[CH:95]=[N:96][CH:97]=[CH:98][CH:99]=3)[CH:92]=2)[CH:88]=[CH:87]1.Cl>O1CCOCC1.CO>[CH3:51][C:52]1[CH:57]=[CH:56][C:55]([NH:58][C:59](=[O:60])[C:61]2[CH:62]=[C:63]([N:73]3[CH2:74][CH2:75][NH:76][CH2:77][CH2:78]3)[CH:64]=[C:65]([S:67]([F:71])([F:70])([F:69])([F:72])[F:68])[CH:66]=2)=[CH:54][C:53]=1[N:86]1[C:93]2[N:89]([N:90]=[C:91]([C:94]3[CH:95]=[N:96][CH:97]=[CH:98][CH:99]=3)[CH:92]=2)[CH:88]=[CH:87]1. Reported procedure: 120 mg (0.42 mmol) of the compound of Example 6A and 179 mg (0.42 mmol) of the compound of Example 16A were reacted and worked up analogously to the procedure of Example 16. In this manner, 260 mg (89% of theory) of the Boc-protected intermediate tert-butyl 4-[3-({4-methyl-3-[6-(pyridin-3-yl)-1H-imidazo[1,2-b]pyrazol-1-yl]phenyl}carbamoyl)-5-(pentafluoro-λ6-sulphanyl)-phenyl]piperazine-1-carboxylate were obtained. This compound was dissolved in 3 ml of 1,4-dioxane and 1 ml of methanol, 0.31 ml (... The reactants are BrCCCBr, O=C([O-])[O-], CN(C)C=O, [K+], [K+], CCOc1cccc(Cc2ncc(C=O)c3cc(O)c(OC)cc23)c1. Product: CCOc1cccc(Cc2ncc(C=O)c3cc(OCCCBr)c(OC)cc23)c1. Reaction SMILES: [Br:32][CH2:33][CH2:34][CH2:35][Br:36].[C:26](=[O:27])([O-:28])[O-:29].[CH3:37][N:38]([CH3:39])[CH:40]=[O:41].[K+:30].[K+:31].[OH:1][c:2]1[cH:3][c:4]2[c:5]([CH:24]=[O:25])[cH:6][n:7][c:8]([CH2:14][c:15]3[cH:16][c:17]([O:21][CH2:22][CH3:23])[cH:18][cH:19][cH:20]3)[c:9]2[cH:10][c:11]1[O:12][CH3:13]>>[O:1]([c:2]1[cH:3][c:4]2[c:5]([CH:24]=[O:25])[cH:6][n:7][c:8]([CH2:14][c:15]3[cH:16][c:17]([O:21][CH2:22][CH3:23])[cH:18][cH:19][cH:20]3)[c:9]2[cH:10][c:11]1[O:12][CH3:13])[CH2:35][CH2:34][CH2:33][Br:32]. Reactants: ClC1=C(C=2C3=C(NC2C=C1)CCN(C3)C)F (8-chloro-9-fluoro-2,3,4,5-tetrahydro-2-methyl-1H-pyrido[4,3-b]indole), FC(C1=NC=C(C=C1)C=C)(F)F (2-(trifluoromethyl)-5-vinylpyridine), [OH-].[K+] (KOH). The solvent is CN1CCCC1=O (NMP). The product is ClC1=C(C=2C3=C(N(C2C=C1)CCC=1C=NC(=CC1)C(F)(F)F)CCN(C3)C)F (8-chloro-9-fluoro-5-(2-(6-(trifluoromethyl)pyridin-3-yl)ethyl)-2,3,4,5-tetrahydro-2-methyl-1H-pyrido[4,3-b]indole). Reaction SMILES: [Cl:1][C:2]1[CH:10]=[CH:9][C:8]2[NH:7][C:6]3[CH2:11][CH2:12][N:13]([CH3:15])[CH2:14][C:5]=3[C:4]=2[C:3]=1[F:16].[F:17][C:18]([F:28])([F:27])[C:19]1[CH:24]=[CH:23][C:22]([CH:25]=[CH2:26])=[CH:21][N:20]=1.[OH-].[K+]>CN1C(=O)CCC1>[Cl:1][C:2]1[CH:10]=[CH:9][C:8]2[N:7]([CH2:26][CH2:25][C:22]3[CH:21]=[N:20][C:19]([C:18]([F:28])([F:17])[F:27])=[CH:24][CH:23]=3)[C:6]3[CH2:11][CH2:12][N:13]([CH3:15])[CH2:14][C:5]=3[C:4]=2[C:3]=1[F:16] |f:2.3|. Reported procedure: The title compound is prepared from a mixture of 8-chloro-9-fluoro-2,3,4,5-tetrahydro-2-methyl-1H-pyrido[4,3-b]indole, 2-(trifluoromethyl)-5-vinylpyridine and KOH (5-7 equiv) in NMP at a temperature ranging between 25 deg C. to 100 deg C. The product obtained is isolated by preparative HPLC. Reactants: ClCC(=O)NC=1C=C2C=CC(=NC2=CC1)NC1CCC2=CC=CC(=C12)OC (rac-2-Chloro-N-[2-(7-methoxy-indan-1-ylamino)-quinolin-6-yl]-acetamide), CN(CCN)C (N,N-dimethylethylendiamine). Run in C([O-])(O)=O.[Na+] (sodium bicarbonate). Reaction conditions: time 4 minute. Yields the product CN(CCNCC(=O)NC=1C=C2C=CC(=NC2=CC1)NC1CCC2=CC=CC(=C12)OC)C (rac-2-(2-Dimethylamino-ethylamino)-N-[2-(7-methoxy-indan-1-ylamino)-quinolin-6-yl]-acetamide). The yield is 88.1%. Reaction SMILES: Cl[CH2:2][C:3]([NH:5][C:6]1[CH:7]=[C:8]2[C:13](=[CH:14][CH:15]=1)[N:12]=[C:11]([NH:16][CH:17]1[C:25]3[C:20](=[CH:21][CH:22]=[CH:23][C:24]=3[O:26][CH3:27])[CH2:19][CH2:18]1)[CH:10]=[CH:9]2)=[O:4].[CH3:28][N:29]([CH3:33])[CH2:30][CH2:31][NH2:32]>C(=O)(O)[O-].[Na+]>[CH3:28][N:29]([CH3:33])[CH2:30][CH2:31][NH:32][CH2:2][C:3]([NH:5][C:6]1[CH:7]=[C:8]2[C:13](=[CH:14][CH:15]=1)[N:12]=[C:11]([NH:16][CH:17]1[C:25]3[C:20](=[CH:21][CH:22]=[CH:23][C:24]=3[O:26][CH3:27])[CH2:19][CH2:18]1)[CH:10]=[CH:9]2)=[O:4] |f:2.3|. Procedure details: rac-2-Chloro-N-[2-(7-methoxy-indan-1-ylamino)-quinolin-6-yl]-acetamide (150 mg, 0.39 mmol) was suspended N,N-dimethylethylendiamine (693 mg, 7.9 mmol) and placed in an ultrasound bath for 4 min. The mixture was diluted with 5 mL saturated sodium bicarbonate solution and was extracted three times with ethyl acetate and combined organic layers were dried over sodium sulfate. Removal of the solvent in vacuum left a yellow residue which was purified by silica gel column chromatography with dichlorom... Starting materials: FC1=C(C=C(C=C1)F)C1=NN(C(S1)(C1=CC=CC=C1)CCC#N)C([C@H](C)OC)=O (3-(5-(2,5-difluorophenyl)-3-((S)-2-methoxypropanoyl)-2-phenyl-2,3-dihydro-1,3,4-thiadiazol-2-yl)propanenitrile), C(C)O (ethanol), Cl (HCl). Run at temperature 0 celsius, time 1 hour. The product is Cl.FC1=C(C=C(C=C1)F)C1=NN(C(S1)(C1=CC=CC=C1)CCC(OCC)=N)C([C@H](C)OC)=O (ethyl 3-(5-(2,5-difluorophenyl)-3-((S)-2-methoxypropanoyl)-2-phenyl-2,3-dihydro-1,3,4-thiadiazol-2-yl)propanimidate hydrochloride). Reaction SMILES: [F:1][C:2]1[CH:7]=[CH:6][C:5]([F:8])=[CH:4][C:3]=1[C:9]1[S:13][C:12]([CH2:20][CH2:21][C:22]#[N:23])([C:14]2[CH:19]=[CH:18][CH:17]=[CH:16][CH:15]=2)[N:11]([C:24](=[O:29])[C@@H:25]([O:27][CH3:28])[CH3:26])[N:10]=1.[ClH:30].[CH2:31]([OH:33])[CH3:32]>>[ClH:30].[F:1][C:2]1[CH:7]=[CH:6][C:5]([F:8])=[CH:4][C:3]=1[C:9]1[S:13][C:12]([CH2:20][CH2:21][C:22](=[NH:23])[O:33][CH2:31][CH3:32])([C:14]2[CH:19]=[CH:18][CH:17]=[CH:16][CH:15]=2)[N:11]([C:24](=[O:29])[C@@H:25]([O:27][CH3:28])[CH3:26])[N:10]=1 |f:3.4|. Reported procedure: To a cooled (0° C.) solution of 3-(5-(2,5-difluorophenyl)-3-((S)-2-methoxypropanoyl)-2-phenyl-2,3-dihydro-1,3,4-thiadiazol-2-yl)propanenitrile (0.041 g, 0.090 mmol, Example 14, Step C) in ethanol (0.5 mL) was added 9.8 M ethanolic HCl (0.5 mL, 4.9 mmol). After stirring at 0° C. for 1 hour and then at ambient temp for 8 hours, the mixture was concentrated under reduced pressure to provide the product.